Dataset: the Open Reaction Database (ORD), a public repository of structured organic reaction records. Task: describe an organic reaction: reactants, conditions, products, and yield As a reaction SMILES: [CH3:17][OH:18].[CH3:1][c:2]1[n:3][n:4]2[c:5]([cH:6][c:7]([C:10](=[O:11])[OH:12])[cH:8][cH:9]2)[c:13]1[C:14]([OH:15])=[O:16].[Cl:19][CH2:20][Cl:21].[OH2:22]>>[CH3:1][c:2]1[n:3][n:4]2[c:5]([cH:6][c:7]([C:10](=[O:11])[OH:12])[cH:8][cH:9]2)[cH:13]1. Reactants: CO, Cc1nn2ccc(C(=O)O)cc2c1C(=O)O, ClCCl, O. Product: Cc1cc2cc(C(=O)O)ccn2n1. Procedure details: Methylpiperidine-4-carboxylic acid [4-phenyl-1-(3-phenyl-propyl)-butyl]-amide (57) (150 mg; 0.382 mmol) is dissolved in isopropanol (10 mL) at ambient temperature. (R)-5-Oxiranylmethoxy-quinoline (2) (77.5 mg; 0.382 mmol) is added, then the mixture is heated to 70° C. and maintained for 18 hours. After cooling to ambient temperature, the solution is concentrated in vacuo at 40° C. The residue is purified via silica gel chromatography with gradient elution (0%→25% methanol in methylene chloride) ... Product: C1(=CC=CC=C1)CCCC(CCCC1=CC=CC=C1)NC(=O)C1C[C@H](N(CC1)CC(COC1=C2C=CC=NC2=CC=C1)O)C ((R)-1-[2-hydroxy-3-(quinolin-5-yloxy)-propyl]-methylpiperidine-4-carboxylic acid [4-phenyl-1-(3-phenyl-propyl)-butyl]-amide). Starting materials: C1(=CC=CC=C1)CCCC(CCCC1=CC=CC=C1)NC(=O)C1CCN(CC1)C (methylpiperidine-4-carboxylic acid [4-phenyl-1-(3-phenyl-propyl)-butyl]-amide), C(C)(C)O (isopropanol), O1[C@H](C1)COC1=C2C=CC=NC2=CC=C1 ((R)-5-Oxiranylmethoxy-quinoline). Conditions: temperature 70 celsius. RXN SMILES: [C:1]1([CH2:7][CH2:8][CH2:9][CH:10]([NH:20][C:21]([CH:23]2[CH2:28][CH2:27][N:26]([CH3:29])[CH2:25][CH2:24]2)=[O:22])[CH2:11][CH2:12][CH2:13][C:14]2[CH:19]=[CH:18][CH:17]=[CH:16][CH:15]=2)[CH:6]=[CH:5][CH:4]=[CH:3][CH:2]=1.[O:30]1C[C@@H:31]1[CH2:33][O:34][C:35]1[CH:44]=[CH:43][CH:42]=[C:41]2[C:36]=1[CH:37]=[CH:38][CH:39]=[N:40]2.[CH:45](O)(C)C>>[C:1]1([CH2:7][CH2:8][CH2:9][CH:10]([NH:20][C:21]([CH:23]2[CH2:28][CH2:27][N:26]([CH2:29][CH:31]([OH:30])[CH2:33][O:34][C:35]3[CH:44]=[CH:43][CH:42]=[C:41]4[C:36]=3[CH:37]=[CH:38][CH:39]=[N:40]4)[C@H:25]([CH3:45])[CH2:24]2)=[O:22])[CH2:11][CH2:12][CH2:13][C:14]2[CH:15]=[CH:16][CH:17]=[CH:18][CH:19]=2)[CH:2]=[CH:3][CH:4]=[CH:5][CH:6]=1.